From a dataset of the Open Reaction Database (ORD), a public repository of structured organic reaction records. describe an organic reaction: reactants, conditions, products, and yield Starting materials: C(CCC)[Li].CCCCCC (n-butyl lithium hexane), C1CCOC1 (THF), C(C)OP(=O)(OCC)C/C=C/C(=O)OCC (ethyl 4-diethylphosphonocrotonate), C1CCOC1 (THF), C(C)(C)(C)OC(=O)N1CCC(CC1)=O (1-t-butyloxycarbonyl-4-piperidinone). Run in O (water). Run at temperature -78 celsius, time 15 minute. Yields the product C(C)(C)(C)OC(=O)N1CCC(CC1)=CC=CC(=O)OCC (ethyl 4-(1-t-butyloxycarbonyl-4-piperidylidene)-2-butenoate). Yield: 103.9%. RXN SMILES: C([Li])CCC.CCCCCC.C1COCC1.C(OP([CH2:25]/[CH:26]=[CH:27]/[C:28]([O:30][CH2:31][CH3:32])=[O:29])(OCC)=O)C.[C:33]([O:37][C:38]([N:40]1[CH2:45][CH2:44][C:43](=O)[CH2:42][CH2:41]1)=[O:39])([CH3:36])([CH3:35])[CH3:34]>O>[C:33]([O:37][C:38]([N:40]1[CH2:45][CH2:44][C:43](=[CH:25][CH:26]=[CH:27][C:28]([O:30][CH2:31][CH3:32])=[O:29])[CH2:42][CH2:41]1)=[O:39])([CH3:36])([CH3:34])[CH3:35] |f:0.1|. Procedure: 7.4 ml of 1.6M n-butyl lithium/hexane solution was dropwise added to a THF solution (30 ml) of 8.41 g of ethyl 4-diethylphosphonocrotonate below -50° C. and stirred for 15 minutes at --78° C. . To this was dropwise added 25 ml of a THF solution of 5.0 g of the above-mentioned 1-t-butyloxycarbonyl-4-piperidinone. This was stirred for 20 minutes at -78° C. and then for 2 hours at -10° C. The reaction mixture was diluted with water and extracted three times with ethyl acetate. The organic layer was...